This data is from the Open Reaction Database (ORD), a public repository of structured organic reaction records. The task is: describe an organic reaction: reactants, conditions, products, and yield Reactants: N,N'-carbonyldiimidazole, C(C)O (ethanol), O=C1N2[C@H](C=3N(C4=C1C=CC=C4)C=NC3C(=O)OCC)CCC2 (ethyl (S)-11,12,13,13a-tetrahydro-9-oxo-9H-imidazo[1,5-a]pyrrolo[2,1-c][1,4]benzodiazepine-1-carboxylate), [OH-].[Na+] (sodium hydroxide), C(C)(N)=NO (acetamidoxime). The solvent is O (water), Cl (hydrochloric acid), O (water), CN(C=O)C (N,N-dimethylformamide). Product: CC1=NOC(=N1)C=1N=CN2C1[C@H]1N(C(C3=C2C=CC=C3)=O)CCC1.C(C)(=O)OCC (ethyl acetate (S)-11,12,13,13a-tetrahydro-1-(3-methyl-1,2,4-oxadiazol-5-yl)-9H-imidazo [1,5-a]pyrrolo[2,1-c][1,4]benzodiazepin-9-one). As a reaction SMILES: C(O)C.[O:4]=[C:5]1[C:11]2[CH:12]=[CH:13][CH:14]=[CH:15][C:10]=2[N:9]2[CH:16]=[N:17][C:18]([C:19]([O:21][CH2:22][CH3:23])=[O:20])=[C:8]2[C@@H:7]2[CH2:24][CH2:25][CH2:26][N:6]12.[OH-].[Na+].[C:29](=[N:32]O)([NH2:31])[CH3:30]>O.Cl.CN(C)C=O>[CH3:30][C:29]1[N:32]=[C:19]([C:18]2[N:17]=[CH:16][N:9]3[C:10]4[CH:15]=[CH:14][CH:13]=[CH:12][C:11]=4[C:5](=[O:4])[N:6]4[CH2:26][CH2:25][CH2:24][C@H:7]4[C:8]=23)[O:21][N:31]=1.[C:19]([O:21][CH2:22][CH3:23])(=[O:20])[CH3:18] |f:2.3,8.9|. Procedure details: 40 ml of ethanol and 14.0 g (44.9 mmol) of ethyl (S)-11,12,13,13a-tetrahydro-9-oxo-9H-imidazo[1,5-a]pyrrolo[2,1-c][1,4]benzodiazepine-1-carboxylate are added to a solution of 2.21 g (55.2 mmol) of sodium hydroxide in 10 ml of water and the mixture is stirred at boiling temperature for 30 minutes. The mixture is diluted with 40 ml of water and neutralized with 13.8 ml of 4N hydrochloric acid. After evaporation of the ethanol in a water-jet vacuum the suspension is filtered; the filter residue is ... Isolated yield 95.7%. The reactants are C(C)(=O)NC=1SC=C(N1)CCl (2-acetylamino-4-chloromethylthiazole), [N+](=O)([O-])C1=CC=C(C=C1)S (4-nitrothiophenol), C([O-])([O-])=O.[K+].[K+] (potassium carbonate). Run at temperature 100 celsius. RXN SMILES: [C:1]([NH:4][C:5]1[S:6][CH:7]=[C:8]([CH2:10]Cl)[N:9]=1)(=[O:3])[CH3:2].[N+:12]([C:15]1[CH:20]=[CH:19][C:18]([SH:21])=[CH:17][CH:16]=1)([O-:14])=[O:13].C(=O)([O-])[O-].[K+].[K+]>CN(C)C=O>[C:1]([NH:4][C:5]1[S:6][CH:7]=[C:8]([CH2:10][S:21][C:18]2[CH:19]=[CH:20][C:15]([N+:12]([O-:14])=[O:13])=[CH:16][CH:17]=2)[N:9]=1)(=[O:3])[CH3:2] |f:2.3.4|. Procedure: A mixture of 2-acetylamino-4-chloromethylthiazole (1.9 g), 4-nitrothiophenol (1.6 g) and potassium carbonate (2.0 g) in a N,N-dimethylformamide (50 ml) was heated at 100° C. for 3 hours with stirring. The reaction mixture was concentrated under reduced pressure and the residue was triturated with water. The precipitates were collected by filtration, washed with water and dried in vacuo to give 2-acetylamino-4-(4-nitrophenylthiomethyl)thiazole (2.95 g, yield: 95.5%). mp: 165°-166° C. The solvent is CN(C=O)C (N,N-dimethylformamide). Product: C(C)(=O)NC=1SC=C(N1)CSC1=CC=C(C=C1)[N+](=O)[O-] (2-acetylamino-4-(4-nitrophenylthiomethyl)thiazole). The reactants are CCCC[N+](CCCC)(CCCC)CCCC, CCOC(C)=O, Cc1cc(C(=O)NCc2cccc(O[Si](C)(C)C(C)(C)C)c2)cc(Cl)c1C(=O)NC(CNC(=O)c1cccs1)C(=O)O, [F-], C1CCOC1. Yields the product Cc1cc(C(=O)NCc2cccc(O)c2)cc(Cl)c1C(=O)NC(CNC(=O)c1cccs1)C(=O)O. As a reaction SMILES: [CH2:2]([N+:3]([CH2:4][CH2:5][CH2:6][CH3:7])([CH2:8][CH2:9][CH2:10][CH3:11])[CH2:12][CH2:13][CH2:14][CH3:15])[CH2:16][CH2:17][CH3:18].[CH3:66][CH2:67][O:68][C:69](=[O:70])[CH3:71].[Cl:19][c:20]1[c:21]([C:22](=[O:23])[NH:24][CH:25]([CH2:26][NH:27][C:28](=[O:29])[c:30]2[s:31][cH:32][cH:33][cH:34]2)[C:35](=[O:36])[OH:37])[c:38]([CH3:60])[cH:39][c:40]([C:42](=[O:43])[NH:44][CH2:45][c:46]2[cH:47][c:48]([O:52][Si:53]([C:54]([CH3:55])([CH3:56])[CH3:57])([CH3:58])[CH3:59])[cH:49][cH:50][cH:51]2)[cH:41]1.[F-:1].[O:61]1[CH2:62][CH2:63][CH2:64][CH2:65]1>>[Cl:19][c:20]1[c:21]([C:22](=[O:23])[NH:24][CH:25]([CH2:26][NH:27][C:28](=[O:29])[c:30]2[s:31][cH:32][cH:33][cH:34]2)[C:35](=[O:36])[OH:37])[c:38]([CH3:60])[cH:39][c:40]([C:42](=[O:43])[NH:44][CH2:45][c:46]2[cH:47][c:48]([OH:52])[cH:49][cH:50][cH:51]2)[cH:41]1. The reactants are FC(F)(F)c1cc(Cl)ccc1CBr, Cc1n[nH]c2ccc(C=O)cc12. The product is Cc1nn(Cc2ccc(Cl)cc2C(F)(F)F)c2ccc(C=O)cc12. Reaction SMILES: [Br:13][CH2:14][c:15]1[c:16]([C:22]([F:23])([F:24])[F:25])[cH:17][c:18]([Cl:21])[cH:19][cH:20]1.[CH3:1][c:2]1[n:3][nH:4][c:5]2[cH:6][cH:7][c:8]([CH:11]=[O:12])[cH:9][c:10]12>>[CH3:1][c:2]1[n:3][n:4]([CH2:14][c:15]2[c:16]([C:22]([F:23])([F:24])[F:25])[cH:17][c:18]([Cl:21])[cH:19][cH:20]2)[c:5]2[cH:6][cH:7][c:8]([CH:11]=[O:12])[cH:9][c:10]12. Reactants: [BH4-].[Na+] (Sodium borohydride), CO[C@@H]1[C@]2(C)[C@@H](CC1)[C@@H]1CC[C@H]3CC(CC[C@]3(C)[C@H]1CC2)=O (17β-methoxy-5α-androstan-3-one). The solvent is C(C)(C)O (isopropylalcohol). Conditions: time 1 hour. Yields the product O[C@H]1C[C@@H]2CC[C@H]3[C@@H]4CC[C@@H]([C@@]4(C)CC[C@@H]3[C@]2(CC1)C)OC (3α-hydroxy-17β-methoxy-5α-androstane). As a reaction SMILES: [BH4-].[Na+].[CH3:3][O:4][C@H:5]1[CH2:10][CH2:9][C@H:8]2[C@H:11]3[C@H:21]([CH2:22][CH2:23][C@:6]12[CH3:7])[C@:19]1([CH3:20])[C@H:14]([CH2:15][C:16](=[O:24])[CH2:17][CH2:18]1)[CH2:13][CH2:12]3>C(O)(C)C>[OH:24][C@@H:16]1[CH2:17][CH2:18][C@@:19]2([CH3:20])[C@@H:14]([CH2:13][CH2:12][C@@H:11]3[C@@H:21]2[CH2:22][CH2:23][C@@:6]2([CH3:7])[C@H:8]3[CH2:9][CH2:10][C@@H:5]2[O:4][CH3:3])[CH2:15]1 |f:0.1|. Procedure details: Sodium borohydride (0.37 gms.) is added to a mixture of 17β-methoxy-5α-androstan-3-one (3 gms.) and isopropylalcohol (95%, 35 ml.). The mixture is stirred at 20°-25° for one hour and then is concentrated to dryness. The residue is column chromatographed on a size C prepacked Merck silica gel column. Elution was performed with ethyl acetate:cyclohexane, 10:90. 6 Ml. fractions are collected. The appropriate fractions (TLC) are combined and concentrated to dryness. The residue is recrystallized fro... Reactants: Oc1nc(-c2ccc(Cl)cc2)nc2c1CCCC2, O, O=P(Cl)(Cl)Cl. Yields the product Clc1ccc(-c2nc(Cl)c3c(n2)CCCC3)cc1. Reaction SMILES: [Cl:1][c:2]1[cH:3][cH:4][c:5](-[c:8]2[n:9][c:10]3[c:15]([c:16]([OH:18])[n:17]2)[CH2:14][CH2:13][CH2:12][CH2:11]3)[cH:6][cH:7]1.[OH2:19].[P:20]([Cl:21])([Cl:22])([Cl:23])=[O:24]>>[Cl:1][c:2]1[cH:3][cH:4][c:5](-[c:8]2[n:9][c:10]3[c:15]([c:16]([Cl:22])[n:17]2)[CH2:14][CH2:13][CH2:12][CH2:11]3)[cH:6][cH:7]1. The reactants are [Na] (sodium), FC(OC1=CC=C(C=C1)N=C=S)(F)F (4-(trifluoromethoxy)phenyl isothiocyanate), CC(=O)C (acetone), CC(=O)C (acetone), Cl.C(CCCCCC)(=N)N (heptanamidine hydrochloride). Solvent: C1=CC=CC=C1.CCCCC (benzene n-pentane). Product: FC(OC1=CC=C(C=C1)NC(=S)NC(CCCCCC)=N)(F)F (1-[4-(trifluoromethoxy)phenyl]-3-(heptanimidoyl)-2-thiourea). As a reaction SMILES: [Na].CC(C)=O.Cl.[C:7]([NH2:15])(=[NH:14])[CH2:8][CH2:9][CH2:10][CH2:11][CH2:12][CH3:13].[F:16][C:17]([F:29])([F:28])[O:18][C:19]1[CH:24]=[CH:23][C:22]([N:25]=[C:26]=[S:27])=[CH:21][CH:20]=1>C1C=CC=CC=1.CCCCC>[F:16][C:17]([F:28])([F:29])[O:18][C:19]1[CH:20]=[CH:21][C:22]([NH:25][C:26]([NH:14][C:7](=[NH:15])[CH2:8][CH2:9][CH2:10][CH2:11][CH2:12][CH3:13])=[S:27])=[CH:23][CH:24]=1 |f:2.3,5.6,^1:0|. Reported procedure: Following a procedure similar to that described in Example 1 but using 2.3 g. sodium in 300 ml. dry acetone, 16.4 g. heptanamidine hydrochloride, and 21.9 g. 4-(trifluoromethoxy)phenyl isothiocyanate [b.p. 88° C./7 mm.; prepared from 4-(trifluoromethoxy)aniline] in 120 ml. dry acetone there was obtained 1-[4-(trifluoromethoxy)phenyl]-3-(heptanimidoyl)-2-thiourea, m.p. 90°-91° C. (from benzene-n-pentane); hydrochloride (25.3 g.), m.p. 171°-172° C. (from acetonitrile).